From a dataset of the Open Reaction Database (ORD), a public repository of structured organic reaction records. describe an organic reaction: reactants, conditions, products, and yield Starting materials: ClCC1CN2C(N(C(C=C2S1)=O)CCC)=O (2-chloromethyl-6-propyl-2,3-dihydro-5H-thiazolo[3,2-c]pyrimidine-5,7(6H)-dione), C1(=CC=CC=C1)S (thiophenol), C([O-])([O-])=O.[K+].[K+] (potassium carbonate). Run in C(C)O (ethanol), C(Cl)Cl (methylene chloride), O (water). The product is C1(=CC=CC=C1)SCC1CN2C(N(C(C=C2S1)=O)CCC)=O (2-Phenylthiomethyl-6-propyl-2,3-dihydro-5H-thiazolo[3,2-c]pyrimidine-5,7(6H)-dione). Yield: 95.0%. Reaction SMILES: Cl[CH2:2][CH:3]1[S:11][C:10]2[N:5]([C:6](=[O:16])[N:7]([CH2:13][CH2:14][CH3:15])[C:8](=[O:12])[CH:9]=2)[CH2:4]1.[C:17]1([SH:23])[CH:22]=[CH:21][CH:20]=[CH:19][CH:18]=1.C(=O)([O-])[O-].[K+].[K+]>C(O)C.C(Cl)Cl.O>[C:17]1([S:23][CH2:2][CH:3]2[S:11][C:10]3[N:5]([C:6](=[O:16])[N:7]([CH2:13][CH2:14][CH3:15])[C:8](=[O:12])[CH:9]=3)[CH2:4]2)[CH:22]=[CH:21][CH:20]=[CH:19][CH:18]=1 |f:2.3.4|. Reported procedure: A mixture of 2-chloromethyl-6-propyl-2,3-dihydro-5H-thiazolo[3,2-c]pyrimidine-5,7(6H)-dione (0.8 g), thiophenol (0.47 ml) and potassium carbonate (0.63 g) was refluxed in ethanol (20 ml) for 42 hours. The solution was concentrated to dryness, and the resulting residue thus obtained was dissolved in methylene chloride and water. After washing with water and drying, the organic solution was concentrated to dryness. The resulting syrup was purified by column chromatography on silica gel to give col... Starting materials: COC([C@H](CC1CCCCC1)N)=O ((S)-2-amino-3-cyclohexyl-propionic acid methyl ester), C(C)(C)N(C(C)C)CC (N,N-diisopropylethylamine), ice water, C(C)OC(\C=C(/CBr)\OC1=C(C=CC=C1)OCC1=CC=CC=C1)=O ((E)-3-(2-benzyloxy-phenoxy)-4-bromo-but-2-enoic acid ethyl ester). Run in CN(C=O)C (N,N-dimethylformamide). Run at time 5 minute. Product: COC([C@H](CC1CCCCC1)N1C(C=C(C1)OC1=C(C=CC=C1)OCC1=CC=CC=C1)=O)=O ((S)-2-[4-(2-benzyloxy-phenoxy)-2-oxo-2,5-dihydro-pyrrol-1-yl]-3-cyclohexyl-propionic acid methyl ester). Yield: 16.0%. As a reaction SMILES: [CH3:1][O:2][C:3](=[O:13])[C@@H:4]([NH2:12])[CH2:5][CH:6]1[CH2:11][CH2:10][CH2:9][CH2:8][CH2:7]1.C(N(CC)C(C)C)(C)C.C([O:25][C:26](=O)/[CH:27]=[C:28](/[O:31][C:32]1[CH:37]=[CH:36][CH:35]=[CH:34][C:33]=1[O:38][CH2:39][C:40]1[CH:45]=[CH:44][CH:43]=[CH:42][CH:41]=1)\[CH2:29]Br)C>CN(C)C=O>[CH3:1][O:2][C:3](=[O:13])[C@@H:4]([N:12]1[CH2:29][C:28]([O:31][C:32]2[CH:37]=[CH:36][CH:35]=[CH:34][C:33]=2[O:38][CH2:39][C:40]2[CH:41]=[CH:42][CH:43]=[CH:44][CH:45]=2)=[CH:27][C:26]1=[O:25])[CH2:5][CH:6]1[CH2:11][CH2:10][CH2:9][CH2:8][CH2:7]1. Reported procedure: To a stirred solution of (S)-2-amino-3-cyclohexyl-propionic acid methyl ester (1.05 g, 0.006 mol) in N,N-dimethylformamide (8 mL) was added N,N-diisopropylethylamine (3.30 g, 0.026 mol) slowly at room temperature, under nitrogen. The resulting mixture was stirred for 5 min and then treated with (E)-3-(2-benzyloxy-phenoxy)-4-bromo-but-2-enoic acid ethyl ester (2.00 g, 0.005 mol) and the reaction mixture was heated at 110° C.-120° C. for 16 h. After this time, ice water was added and the resulting... The reactants are C(C)C1=C(OCC(=O)OCC)C=CC(=C1)CO (ethyl [2-ethyl-4-(hydroxymethyl)phenoxy]acetate). Reagents/catalysts: [O-2].[O-2].[Mn+4] (manganese dioxide). The solvent is C(Cl)(Cl)Cl (chloroform). Reaction conditions: time 18 hour. Product: C(C)C1=C(OCC(=O)OCC)C=CC(=C1)C=O (Ethyl (2-ethyl-4-formylphenoxy)acetate). Yield: 99.4%. Reaction SMILES: [CH2:1]([C:3]1[CH:15]=[C:14]([CH2:16][OH:17])[CH:13]=[CH:12][C:4]=1[O:5][CH2:6][C:7]([O:9][CH2:10][CH3:11])=[O:8])[CH3:2]>C(Cl)(Cl)Cl.[O-2].[O-2].[Mn+4]>[CH2:1]([C:3]1[CH:15]=[C:14]([CH:16]=[O:17])[CH:13]=[CH:12][C:4]=1[O:5][CH2:6][C:7]([O:9][CH2:10][CH3:11])=[O:8])[CH3:2] |f:2.3.4|. Procedure details: To a solution of ethyl [2-ethyl-4-(hydroxymethyl)phenoxy]acetate (2.74 g, 11.5 mmol) in chloroform (250 mL) was added manganese dioxide (10 g, 11.5 mmol). The resulting mixture was stirred for 18 h at room temperature. The mixture was filtered through a celite pad and then concentrated in vacuo to afford the title compound as a pale yellow oil (2.7 g). Reactants: C=CCBr, Cc1ccccc1, Cl, O=C(NCCc1ccc(Cl)cc1I)C(F)(F)F, [K+], [K+], [K+], O=C([O-])[O-], [OH-]. The product is C=CCN(CCc1ccc(Cl)cc1I)C(=O)C(F)(F)F. RXN SMILES: [CH2:26]([CH:27]=[CH2:28])[Br:29].[CH3:31][c:32]1[cH:33][cH:34][cH:35][cH:36][cH:37]1.[ClH:30].[F:1][C:2]([C:3](=[O:4])[NH:5][CH2:6][CH2:7][c:8]1[c:9]([I:15])[cH:10][c:11]([Cl:14])[cH:12][cH:13]1)([F:16])[F:17].[K+:18].[K+:19].[K+:25].[O-:20][C:21]([O-:22])=[O:23].[OH-:24]>>[F:1][C:2]([C:3](=[O:4])[N:5]([CH2:6][CH2:7][c:8]1[c:9]([I:15])[cH:10][c:11]([Cl:14])[cH:12][cH:13]1)[CH2:28][CH:27]=[CH2:26])([F:16])[F:17]. Reactants: CC#N, c1ccc2c(c1)CC1OC21, O=S(=O)(O)O. The product is NC1c2ccccc2CC1O. Reaction SMILES: [CH3:16][C:17]#[N:18].[O:1]1[CH:2]2[CH:3]1[CH2:4][c:5]1[cH:6][cH:7][cH:8][cH:9][c:10]12.[S:11](=[O:12])(=[O:13])([OH:14])[OH:15]>>[OH:1][CH:3]1[CH:2]([NH2:18])[c:10]2[c:5]([cH:6][cH:7][cH:8][cH:9]2)[CH2:4]1. Reactants: COC=1C=C(C=CC1)[C@@H]1[C@H](NC(O1)=O)C1=CC(=CC=C1)C#CC1=CC=CC=C1 ((+)-(4R,5R)-5-(3-methoxyphenyl)-4-(3-(phenylethynyl)phenyl)oxazolidin-2-one), BrC=1C=C(C=NC1)[C@H]1NC(O[C@@H]1C1=CC(=CC=C1)F)=O ((4R,5R)-4-(5-bromopyridin-3-yl)-5-(3-fluorophenyl)oxazolidin-2-one), C1(=CC=CC=C1)C#C (phenylacetylene). The product is FC=1C=C(C=CC1)[C@@H]1[C@H](NC(O1)=O)C=1C=NC=C(C1)C#CC1=CC=CC=C1 ((4R,5R)-5-(3-Fluorophenyl)-4-(5-(phenylethynyl)pyridin-3-yl)oxazolidin-2-one). Reaction SMILES: CO[C:3]1[CH:4]=[C:5]([C@H:9]2OC(=O)N[C@@H:10]2C2C=CC=C(C#CC3C=CC=CC=3)C=2)[CH:6]=[CH:7][CH:8]=1.Br[C:30]1[CH:31]=[C:32]([C@@H:36]2[C@@H:40]([C:41]3[CH:46]=[CH:45][CH:44]=[C:43]([F:47])[CH:42]=3)[O:39][C:38](=[O:48])[NH:37]2)[CH:33]=[N:34][CH:35]=1.C1(C#C)C=CC=CC=1>>[F:47][C:43]1[CH:42]=[C:41]([C@H:40]2[O:39][C:38](=[O:48])[NH:37][C@@H:36]2[C:32]2[CH:33]=[N:34][CH:35]=[C:30]([C:10]#[C:9][C:5]3[CH:6]=[CH:7][CH:8]=[CH:3][CH:4]=3)[CH:31]=2)[CH:46]=[CH:45][CH:44]=1. Procedure: Prepared according to the same procedure as (+)-(4R,5R)-5-(3-methoxyphenyl)-4-(3-(phenylethynyl)phenyl)oxazolidin-2-one, starting with (4R,5R)-4-(5-bromopyridin-3-yl)-5-(3-fluorophenyl)oxazolidin-2-one and phenylacetylene. 1H-NMR (CDCl3, 500 MHz) δ 8.78 (bs, 1H), 8.42 (bs, 1H), 7.90 (m, 1H), 7.57 (m, 2H), 7.35-7.45 (m, 4H), 7.02-7.17 (m, 3H), 6.83 (bs, 1H), 5.30 (d, J=7.3, 1H), 4.83 (d, J=7.3, 1H). 13C-NMR (CDCl3, 126 MHz) δ 164.2, 162.2, 158.6, 152.9, 146.9, 139.1 (d, J=7.7), 136.4, 133.7 (br),... Starting materials: N#N.COC=1C=C2C=CC(=CC2=CC1OC)S(=O)(=O)N[C@@H](CCCNC(N)=N)C(=O)O (N2 (6,7-dimethoxy-2-naphthalenesulfonyl)-L-arginine), S(=O)(Cl)Cl (thionyl chloride), C(C)OCC (diethyl ether). Conditions: time 2 hour. Yields the product N#N.Cl.COC=1C=C2C=CC(=CC2=CC1OC)S(=O)(=O)N[C@@H](CCCNC(N)=N)C(=O)Cl (N2 (6,7-dimethoxy-2-naphthalenesulfonyl)-L-arginyl chloride hydrochloride). RXN SMILES: [N:1]#[N:2].[CH3:3][O:4][C:5]1[CH:6]=[C:7]2[C:12](=[CH:13][C:14]=1[O:15][CH3:16])[CH:11]=[C:10]([S:17]([NH:20][C@H:21]([C:29]([OH:31])=O)[CH2:22][CH2:23][CH2:24][NH:25][C:26](=[NH:28])[NH2:27])(=[O:19])=[O:18])[CH:9]=[CH:8]2.C(OCC)C.S(Cl)([Cl:39])=O>>[N:1]#[N:2].[ClH:39].[CH3:3][O:4][C:5]1[CH:6]=[C:7]2[C:12](=[CH:13][C:14]=1[O:15][CH3:16])[CH:11]=[C:10]([S:17]([NH:20][C@H:21]([C:29]([Cl:39])=[O:31])[CH2:22][CH2:23][CH2:24][NH:25][C:26](=[NH:28])[NH2:27])(=[O:19])=[O:18])[CH:9]=[CH:8]2 |f:0.1,4.5.6|. Procedure: A suspension of 2.00 g of N2 -(6,7-dimethoxy-2-naphthalenesulfonyl)-L-arginine in 20 ml of thionyl chloride was stirred for 2 hours at room temperature. Addition of cold dry diethyl ether resulted in a precipitate which was collected by filtration and washed several times with dry diethyl ether to give N2 -(6,7-dimethoxy-2-naphthalenesulfonyl)-L-arginyl chloride hydrochloride.